Dataset: the Open Reaction Database (ORD), a public repository of structured organic reaction records. Task: describe an organic reaction: reactants, conditions, products, and yield Starting materials: [Br-], NC(=O)c1ccc(-c2ccc(-c3ccn(C(CC(=O)OCc4ccccc4)C(=O)NC(CO)Cc4ccccc4)c3)cc2)cc1, NC(=O)c1ccc(-c2ccc(-c3ccn(C(CC(=O)O)C(=O)NC(CO)Cc4ccccc4)c3)cc2)cc1, [K+]. The product is NC(=O)c1ccc(-c2ccc(-c3ccn(C(CC(=O)O)C(=O)NC(CO)Cc4ccccc4)c3)cc2)cc1. Reaction SMILES: [Br-:84].[CH2:1]([c:2]1[cH:3][cH:4][cH:5][cH:6][cH:7]1)[O:8][C:9]([CH2:10][CH:11]([C:12](=[O:13])[NH:14][CH:15]([CH2:16][OH:17])[CH2:18][c:19]1[cH:20][cH:21][cH:22][cH:23][cH:24]1)[n:25]1[cH:26][c:27](-[c:30]2[cH:31][cH:32][c:33](-[c:36]3[cH:37][cH:38][c:39]([C:42]([NH2:43])=[O:44])[cH:40][cH:41]3)[cH:34][cH:35]2)[cH:28][cH:29]1)=[O:45].[CH2:46]([CH:47]([NH:48][C:49](=[O:50])[CH:51]([n:52]1[cH:53][cH:54][c:55](-[c:56]2[cH:57][cH:58][c:59](-[c:60]3[cH:61][cH:62][c:63]([C:64](=[O:65])[NH2:66])[cH:67][cH:68]3)[cH:69][cH:70]2)[cH:71]1)[CH2:72][C:73]([OH:74])=[O:75])[CH2:76][OH:77])[c:78]1[cH:79][cH:80][cH:81][cH:82][cH:83]1.[K+:85]>>[O:8]=[C:9]([CH2:10][CH:11]([C:12](=[O:13])[NH:14][CH:15]([CH2:16][OH:17])[CH2:18][c:19]1[cH:20][cH:21][cH:22][cH:23][cH:24]1)[n:25]1[cH:26][c:27](-[c:30]2[cH:31][cH:32][c:33](-[c:36]3[cH:37][cH:38][c:39]([C:42]([NH2:43])=[O:44])[cH:40][cH:41]3)[cH:34][cH:35]2)[cH:28][cH:29]1)[OH:45]. Reactants: CCCCC(O)c1ccc(CC(C)C)cc1, Cc1ccccc1, CCOC(=O)N=NC(=O)OCC, C1CCOC1, CCOC(=O)CCCn1cc(C(=O)c2ccc(O)cc2)c2ccccc21, c1ccc(P(c2ccccc2)c2ccccc2)cc1. RXN SMILES: [CH2:27]([CH:28]([CH3:29])[CH3:30])[c:31]1[cH:32][cH:33][c:34]([CH:37]([CH2:38][CH2:39][CH2:40][CH3:41])[OH:42])[cH:35][cH:36]1.[CH3:79][c:80]1[cH:81][cH:82][cH:83][cH:84][cH:85]1.[O:62]=[C:63]([O:64][CH2:65][CH3:66])[N:67]=[N:68][C:69]([O:70][CH2:71][CH3:72])=[O:73].[O:74]1[CH2:75][CH2:76][CH2:77][CH2:78]1.[OH:1][c:2]1[cH:3][cH:4][c:5]([C:6](=[O:7])[c:8]2[cH:9][n:10]([CH2:17][CH2:18][CH2:19][C:20](=[O:21])[O:22][CH2:23][CH3:24])[c:11]3[cH:12][cH:13][cH:14][cH:15][c:16]23)[cH:25][cH:26]1.[c:43]1([P:44]([c:45]2[cH:46][cH:47][cH:48][cH:49][cH:50]2)[c:51]2[cH:52][cH:53][cH:54][cH:55][cH:56]2)[cH:57][cH:58][cH:59][cH:60][cH:61]1>>[O:1]([c:2]1[cH:3][cH:4][c:5]([C:6](=[O:7])[c:8]2[cH:9][n:10]([CH2:17][CH2:18][CH2:19][C:20](=[O:21])[O:22][CH2:23][CH3:24])[c:11]3[cH:12][cH:13][cH:14][cH:15][c:16]23)[cH:25][cH:26]1)[CH:37]([c:34]1[cH:33][cH:32][c:31]([CH2:27][CH:28]([CH3:29])[CH3:30])[cH:36][cH:35]1)[CH2:38][CH2:39][CH2:40][CH3:41]. Yields the product CCCCC(Oc1ccc(C(=O)c2cn(CCCC(=O)OCC)c3ccccc23)cc1)c1ccc(CC(C)C)cc1. Reactants: C(C)(C)(C)N (t-butyl amine), OCC([C@H](C(=O)O)O)S(=O)(=O)C ((S)-4-hydroxy-3-methanesulfonyl hydroxybutyric acid), O1[C@H](CC(=O)[O-])C1 ((R)-3,4-epoxybutyrate). Run at time 4 hour. The product is O1[C@H](CC(=O)[O-])C1.C(C)(C)(C)[NH3+] (t-butyl ammonium (R)-3,4epoxybutyrate). Reaction SMILES: [C:1]([NH2:5])([CH3:4])([CH3:3])[CH3:2].[OH:6][CH2:7][CH:8](S(C)(=O)=O)[C@@H:9](O)[C:10]([OH:12])=[O:11].O1C[C@H]1CC([O-])=O>>[O:6]1[CH2:7][C@H:8]1[CH2:9][C:10]([O-:12])=[O:11].[C:1]([NH3+:5])([CH3:4])([CH3:3])[CH3:2] |f:3.4|. Reported procedure: t-butyl amine (571mg, 7.81mmol) was added to the reacting solution of D2O containing (S)-4-hydroxy-3-methanesulfonyl hydroxybutyric acid, so prepared from Example 3 and stirred at room temperature for 4 hours. The presence of the target t-butyl anmmonium (R)-3,4-epoxybutyrate in a layer of the reacting solution was confirmed by nuclear magnetic resonance.